Dataset: the Open Reaction Database (ORD), a public repository of structured organic reaction records. Task: describe an organic reaction: reactants, conditions, products, and yield Reactants: FC1=CC=C(C=C1)C=1C(=C(C=2C(N1)=NN(C2)C)C2=CC=C(C=C2)O)C2=NC(=NC=C2)S(=O)(=O)C (4-[6-(4-fluorophenyl)-5-(2-methylsulfonylpyrimidin-4-yl)-2-methylpyrazolo[3,4-b]pyridin-4-yl]phenol), C1(CC1)CN ((cyclopropylmethyl)amine). Yields the product C1(CC1)CNC1=NC=CC(=N1)C1=C(C=2C(N=C1C1=CC=C(C=C1)F)=NN(C2)C)C2=CC=C(C=C2)O (4-[5-[2-[(Cyclopropylmethyl)amino]pyrimidin-4-yl]-6-(4-fluorophenyl)-2-methylpyrazolo[3,4-b]pyridin-4-yl]phenol). As a reaction SMILES: [F:1][C:2]1[CH:7]=[CH:6][C:5]([C:8]2[C:9]([C:25]3[CH:30]=[CH:29][N:28]=[C:27](S(C)(=O)=O)[N:26]=3)=[C:10]([C:18]3[CH:23]=[CH:22][C:21]([OH:24])=[CH:20][CH:19]=3)[C:11]3[C:12](=[N:14][N:15]([CH3:17])[CH:16]=3)[N:13]=2)=[CH:4][CH:3]=1.[CH:35]1([CH2:38][NH2:39])[CH2:37][CH2:36]1>>[CH:35]1([CH2:38][NH:39][C:27]2[N:26]=[C:25]([C:9]3[C:8]([C:5]4[CH:6]=[CH:7][C:2]([F:1])=[CH:3][CH:4]=4)=[N:13][C:12]4=[N:14][N:15]([CH3:17])[CH:16]=[C:11]4[C:10]=3[C:18]3[CH:23]=[CH:22][C:21]([OH:24])=[CH:20][CH:19]=3)[CH:30]=[CH:29][N:28]=2)[CH2:37][CH2:36]1. Procedure: Following a similar procedure to that described in example 128, but starting from 4-[6-(4-fluorophenyl)-5-(2-methylsulfonylpyrimidin-4-yl)-2-methylpyrazolo[3,4-b]pyridin-4-yl]phenol (obtained in section b) and (cyclopropylmethyl)amine, the title compound was obtained. As a reaction SMILES: [F:1][C:2]([c:3]1[cH:4][cH:5][c:6](-[c:9]2[cH:10][c:11]([O:15][c:16]3[c:17]4[n:18][cH:19][c:20](=[O:26])[nH:21][c:22]4[cH:23][cH:24][cH:25]3)[n:12][cH:13][n:14]2)[cH:7][cH:8]1)([F:27])[F:28].[I:35][CH3:36].[K+:29].[K+:30].[O-:31][C:32]([O-:33])=[O:34].[O:37]=[CH:38][N:39]([CH3:40])[CH3:41]>>[F:1][C:2]([c:3]1[cH:4][cH:5][c:6](-[c:9]2[cH:10][c:11]([O:15][c:16]3[c:17]4[n:18][cH:19][c:20](=[O:26])[n:21]([CH3:32])[c:22]4[cH:23][cH:24][cH:25]3)[n:12][cH:13][n:14]2)[cH:7][cH:8]1)([F:27])[F:28]. Reactants: O=c1cnc2c(Oc3cc(-c4ccc(C(F)(F)F)cc4)ncn3)cccc2[nH]1, CI, [K+], [K+], O=C([O-])[O-], CN(C)C=O. Yields the product Cn1c(=O)cnc2c(Oc3cc(-c4ccc(C(F)(F)F)cc4)ncn3)cccc21. The reactants are C(CCC)[Li] (n-Butyllithium), C(CC)S (1-propane thiol), C=CCS(S\C=C\CS(CC=C)(=O)=O)(=O)=O ((E)-4,5,9-trithiadodeca-1,6,11-triene 4,4,9,9-tetraoxide). Solvent: O1CCCC1 (tetrahydrofuran), O1CCCC1 (tetrahydrofuran). Reaction conditions: temperature 0 celsius. The product is CCCSS\C=C\CS(CC=C)(=O)=O ((E)-4,5,9-trithiadodeca-6,11-diene 9,9-dioxide). The yield is 97.0%. RXN SMILES: C([Li])CCC.C(S)CC.[CH2:10]=[CH:11][CH2:12][S:13](=O)(=O)[S:14]/[CH:15]=[CH:16]/[CH2:17][S:18](=[O:23])(=[O:22])[CH2:19][CH:20]=[CH2:21]>O1CCCC1>[CH3:10][CH2:11][CH2:12][S:13][S:14]/[CH:15]=[CH:16]/[CH2:17][S:18](=[O:23])(=[O:22])[CH2:19][CH:20]=[CH2:21]. Procedure: n-Butyllithium (75.5 μL, 0.106 m. mole) was added to a solution of 1-propane thiol (8.66 mg, 0.114 m. mole) in dry tetrahydrofuran (1.5 ml) under Argon with stirring at 0° C. This solution was added dropwise to a solution of (E)-4,5,9-trithiadodeca-1,6,11-triene 4,4,9,9-tetraoxide (30 mg, 1.106 m. mole) in tetrahydrofuran (5 ml) at -20° C. with stirring under Argon. The reaction mixture was stirred at -20° C. for 15 minutes, allowed to warm to room temperature and quenched by the addition of a s...